From a dataset of the Open Reaction Database (ORD), a public repository of structured organic reaction records. describe an organic reaction: reactants, conditions, products, and yield Reactants: C(CC(C)C)(=O)Cl (isovaleroyl chloride), C[Si](C)(C)C#CCCCC (trimethylsilylhexyne), HCl ice, [Al+3].[Cl-].[Cl-].[Cl-] (AlCl3). The solvent is C(Cl)(Cl)(Cl)Cl (CCl4), C(Cl)(Cl)(Cl)Cl (CCl4), C(Cl)(Cl)(Cl)Cl (CCl4). Conditions: temperature 2 celsius, time 24 hour. Yields the product CC(C)CC(C#CCCCC)=O (2-Methyl-5-decyn-4-one). Isolated yield 100.2%. RXN SMILES: [Al+3].[Cl-].[Cl-].[Cl-].[C:5](Cl)(=[O:10])[CH2:6][CH:7]([CH3:9])[CH3:8].C[Si]([C:16]#[C:17][CH2:18][CH2:19][CH2:20][CH3:21])(C)C>C(Cl)(Cl)(Cl)Cl>[CH3:8][CH:7]([CH2:6][C:5](=[O:10])[C:16]#[C:17][CH2:18][CH2:19][CH2:20][CH3:21])[CH3:9] |f:0.1.2.3|. Procedure: 21.6 g of AlCl3 (0.162 moles) in 65 mL of CCl4 are cooled to 2° C. and 19.7 mL of isovaleroyl chloride (0.162 moles) in 30 mL of CCl4 are added dropwise. 25 g of trimethylsilylhexyne (0.162 moles) in 30 mL of CCl4 are then added dropwise. The mixture is stirred for 1 h at 2° C. and for 24 h at ambient temperature. It is poured into 200 mL of 1:3 37% HCl/ice, stirred for 1 h, the phases are separated and the aqueous phase is extracted with CH2Cl2. The combined organic phases are washed to neutral... Solvent: CN(C=O)C (N,N-Dimethylformamide). Reagents/catalysts: C=1C=CC(=CC1)[P](C=2C=CC=CC2)(C=3C=CC=CC3)[Pd]([P](C=4C=CC=CC4)(C=5C=CC=CC5)C=6C=CC=CC6)([P](C=7C=CC=CC7)(C=8C=CC=CC8)C=9C=CC=CC9)[P](C=1C=CC=CC1)(C=1C=CC=CC1)C=1C=CC=CC1 (tetrakis(triphenylphosphine)palladium). Reaction conditions: temperature 140 celsius. Yields the product C(C)OC(CC=1C=NC(=CC1)C1=C(C=C(C=C1)C(CC)(C1=CC(=C(C=C1)\C=C\C(CC)(O)CC)C)CC)C)=O ([6-(4-{1-ethyl-1-[4-((E)-3-ethyl-3-hydroxy-1-pentenyl)-3-methyl-phenyl]-propyl}-2-methyl-phenyl)-pyridin-3-yl]-acetic Acid Ethyl Ester). The reactants are C(C)C(CCC1=C(C=C(C=C1)C(CC)(C1=CC(=C(C=C1)B1OC(C(O1)(C)C)(C)C)C)CC)C)(CC)O (3-ethyl-1-(4-{1-ethyl-1-[3-methyl-4-(4,4,5,5-tetramethyl-[1,3,2]dioxaborolan-2-yl)-phenyl]-propyl}-2-methyl-phenyl)-pentan-3-ol), C(C)OC(CC=1C=NC(=CC1)Br)=O ((6-bromo-pyridin-3-yl)acetic acid ethyl ester), P(=O)([O-])([O-])[O-].[K+].[K+].[K+] (potassium phosphate). The yield is 45.7%. Reaction SMILES: [CH2:1]([C:3]([OH:36])([CH2:34][CH3:35])[CH2:4][CH2:5][C:6]1[CH:11]=[CH:10][C:9]([C:12]([CH2:31][CH3:32])([C:15]2[CH:20]=[CH:19][C:18](B3OC(C)(C)C(C)(C)O3)=[C:17]([CH3:30])[CH:16]=2)[CH2:13][CH3:14])=[CH:8][C:7]=1[CH3:33])[CH3:2].[CH2:37]([O:39][C:40](=[O:49])[CH2:41][C:42]1[CH:43]=[N:44][C:45](Br)=[CH:46][CH:47]=1)[CH3:38].P([O-])([O-])([O-])=O.[K+].[K+].[K+]>C1C=CC([P]([Pd]([P](C2C=CC=CC=2)(C2C=CC=CC=2)C2C=CC=CC=2)([P](C2C=CC=CC=2)(C2C=CC=CC=2)C2C=CC=CC=2)[P](C2C=CC=CC=2)(C2C=CC=CC=2)C2C=CC=CC=2)(C2C=CC=CC=2)C2C=CC=CC=2)=CC=1.CN(C)C=O>[CH2:37]([O:39][C:40](=[O:49])[CH2:41][C:42]1[CH:43]=[N:44][C:45]([C:18]2[CH:19]=[CH:20][C:15]([C:12]([CH2:13][CH3:14])([C:9]3[CH:10]=[CH:11][C:6](/[CH:5]=[CH:4]/[C:3]([CH2:34][CH3:35])([OH:36])[CH2:1][CH3:2])=[C:7]([CH3:33])[CH:8]=3)[CH2:31][CH3:32])=[CH:16][C:17]=2[CH3:30])=[CH:46][CH:47]=1)[CH3:38] |f:2.3.4.5,^1:61,63,82,101|. Procedure: N,N-Dimethylformamide (0.7 mL) was added to 3-ethyl-1-(4-{1-ethyl-1-[3-methyl-4-(4,4,5,5-tetramethyl-[1,3,2]dioxaborolan-2-yl)-phenyl]-propyl}-2-methyl-phenyl)-pentan-3-ol (Example 29; 50 mg, 0.102 mmol), (6-bromo-pyridin-3-yl)acetic acid ethyl ester (Example 74-(1); 40 mg, 0.165 mmol), tetrakis(triphenylphosphine)palladium (0) (23 mg, 0.02 mmol) and potassium phosphate (63.9 mg, 0.30 mmol). The mixture was stirred with microwave heating at 140° C. for seven minutes in a nitrogen atmosphere. The... Yields the product C(#N)C1=CC(=C(C=C1)[C@H]1N(C(N(C(=C1C#N)C)C1=CC(=CC=C1)C(F)(F)F)=O)C)SC(F)(F)F ((4S)-4-{4-Cyano-2-[(trifluoromethyl)sulfanyl]phenyl}-3,6-dimethyl-2-oxo-1-[3-(trifluoromethyl)phenyl]-1,2,3,4-tetrahydropyrimidine-5-carbonitrile). RXN SMILES: [C:1]([C:3]1[CH:8]=[CH:7][C:6]([C@@H:9]2[C:14]([C:15]#[N:16])=[C:13]([CH3:17])[N:12]([C:18]3[CH:23]=[CH:22][CH:21]=[C:20]([C:24]([F:27])([F:26])[F:25])[CH:19]=3)[C:11](=[O:28])[N:10]2[CH3:29])=[C:5]([SH:30])[CH:4]=1)#[N:2].CC1(C)C2C=CC=CC=2I([C:41]([F:44])([F:43])[F:42])O1>ClCCl>[C:1]([C:3]1[CH:8]=[CH:7][C:6]([C@@H:9]2[C:14]([C:15]#[N:16])=[C:13]([CH3:17])[N:12]([C:18]3[CH:23]=[CH:22][CH:21]=[C:20]([C:24]([F:26])([F:27])[F:25])[CH:19]=3)[C:11](=[O:28])[N:10]2[CH3:29])=[C:5]([S:30][C:41]([F:44])([F:43])[F:42])[CH:4]=1)#[N:2]. The reactants are C(#N)C1=CC(=C(C=C1)[C@H]1N(C(N(C(=C1C#N)C)C1=CC(=CC=C1)C(F)(F)F)=O)C)S ((4S)-4-(4-cyano-2-sulfanylphenyl)-3,6-dimethyl-2-oxo-1-[3-(trifluoromethyl)phenyl]-1,2,3,4-tetrahydropyrimidine-5-carbonitrile), CC1(OI(C2=C1C=CC=C2)C(F)(F)F)C (3,3-dimethyl-1-(trifluoromethyl)-1,3-dihydro-1λ3,2-benziodoxole). Reaction conditions: time 2 hour. Reported procedure: Under argon, (4S)-4-(4-cyano-2-sulfanylphenyl)-3,6-dimethyl-2-oxo-1-[3-(trifluoromethyl)phenyl]-1,2,3,4-tetrahydropyrimidine-5-carbonitrile (45 mg, purity 50%, 53 μmol) was dissolved in dichloromethane (1 ml). At −78° C., 3,3-dimethyl-1-(trifluoromethyl)-1,3-dihydro-1λ3,2-benziodoxole (26 mg, 79 μmol; 1.5 eq.) was added, and the mixture was stirred for 2 h. The reaction solution was then concentrated under reduced pressure, and the residue was purified by preparative HPLC (Kromasil C18 column, 2... Solvent: ClCCl (dichloromethane). The reactants are ClC=1N=C(C2=C(N1)C=C(S2)CN(CC=2N=CN(C2)C)C)N2CCOCC2 ((2-Chloro-4-morpholin-4-yl-thieno[3,2-d]pyrimidin-6-ylmethyl)-methyl-(1-methyl-1H-imidazol-4-ylmethyl)-amine), CC1(OB(OC1(C)C)C=1C=NC(=NC1)N)C (5-(4,4,5,5-tetramethyl-[1,3,2]dioxaborolan-2-yl)-pyrimidin-2-ylamine). Product: CN(CC=1N=CN(C1)C)CC1=CC=2N=C(N=C(C2S1)N1CCOCC1)C=1C=NC(=NC1)N (5-(6-((methyl((1-methyl-1H-imidazol-4-yl)methyl)amino)methyl)-4-morpholinothieno[3,2-d]pyrimidin-2-yl)pyrimidin-2-amine). Yield: 49.0%. Reaction SMILES: Cl[C:2]1[N:3]=[C:4]([N:21]2[CH2:26][CH2:25][O:24][CH2:23][CH2:22]2)[C:5]2[S:10][C:9]([CH2:11][N:12]([CH3:20])[CH2:13][C:14]3[N:15]=[CH:16][N:17]([CH3:19])[CH:18]=3)=[CH:8][C:6]=2[N:7]=1.CC1(C)C(C)(C)OB([C:35]2[CH:36]=[N:37][C:38]([NH2:41])=[N:39][CH:40]=2)O1>>[CH3:20][N:12]([CH2:11][C:9]1[S:10][C:5]2[C:4]([N:21]3[CH2:26][CH2:25][O:24][CH2:23][CH2:22]3)=[N:3][C:2]([C:35]3[CH:36]=[N:37][C:38]([NH2:41])=[N:39][CH:40]=3)=[N:7][C:6]=2[CH:8]=1)[CH2:13][C:14]1[N:15]=[CH:16][N:17]([CH3:19])[CH:18]=1. Reported procedure: (2-Chloro-4-morpholin-4-yl-thieno[3,2-d]pyrimidin-6-ylmethyl)-methyl-(1-methyl-1H-imidazol-4-ylmethyl)-amine was reacted with 5-(4,4,5,5-tetramethyl-[1,3,2]dioxaborolan-2-yl)-pyrimidin-2-ylamine according to General Procedure A. The resulting solid was purified by flash column chromatography using 10% methanol/ethyl acetate as the eluent to give 295 as a solid (49% yield). NMR (DMSO, 400 MHz), 2.19 (3H, s), 3.62 (2H, s), 3.68 (3H, s), 3.75-3.78 (4H, m), 3.85 (2H, s), 3.93-3.97 (4H, m), 6.85 (1H,... The reactants are N=1C(=CN2C1C=CC=C2)C2=CC=C(C=C2)C(C(=O)OCC)C (ethyl 2-[4-(imidazo[1,2-a]pyridin-2-yl)phenyl]-propionate), C(C)O (ethanol), [OH-].[Na+] (sodium hydroxide). Run in O (water). Yields the product N=1C(=CN2C1C=CC=C2)C2=CC=C(C=C2)C(C(=O)O)C (2-[4-(imidazo[1,2-a]pyridin-2-yl)phenyl]propionic acid). Isolated yield 55.3%. Reaction SMILES: [N:1]1[C:2]([C:10]2[CH:15]=[CH:14][C:13]([CH:16]([CH3:22])[C:17]([O:19]CC)=[O:18])=[CH:12][CH:11]=2)=[CH:3][N:4]2[CH:9]=[CH:8][CH:7]=[CH:6][C:5]=12.C(O)C.[OH-].[Na+]>O>[N:1]1[C:2]([C:10]2[CH:15]=[CH:14][C:13]([CH:16]([CH3:22])[C:17]([OH:19])=[O:18])=[CH:12][CH:11]=2)=[CH:3][N:4]2[CH:9]=[CH:8][CH:7]=[CH:6][C:5]=12 |f:2.3|. Procedure: A mixture of 8 g of ethyl 2-[4-(imidazo[1,2-a]pyridin-2-yl)phenyl]-propionate, 50 ml of ethanol, 1.4 g of sodium hydroxide and 10 ml of water is heated under reflux for 2 hours. The ethanol is distilled off under reduced pressure, and the residue is dissolved in water. The solution is adjusted to pH 6 by addition of dilute hydrochloric acid. The crystalline precipitate is filtered off, washed with water, and recrystallized from methanol to give 4 g of 2-[4-(imidazo[1,2-a]pyridin-2-yl)phenyl]prop... Starting materials: S(O)(O)(=O)=O (sulfuric acid), BrC(C(=O)O)CC(C)C (2-Bromo-4-methylpentanoic acid), C=C(C)C (Isobutene). The solvent is ClCCl (dichloromethane). Reaction conditions: temperature -40 celsius. Yields the product BrC(C(=O)OC(C)(C)C)CC(C)C (tert-Butyl 2-bromo-4-methylpentanoate). Yield: 98.0%. RXN SMILES: [Br:1][CH:2]([CH2:6][CH:7]([CH3:9])[CH3:8])[C:3]([OH:5])=[O:4].S(=O)(=O)(O)O.[CH2:15]=[C:16]([CH3:18])[CH3:17]>ClCCl>[Br:1][CH:2]([CH2:6][CH:7]([CH3:9])[CH3:8])[C:3]([O:5][C:16]([CH3:18])([CH3:17])[CH3:15])=[O:4]. Procedure: The product from Step 1 above (63.3 g, 0.32 mol) was dissolved in dichloromethane (250 mL), concentrated sulfuric acid (2 mL) was added, and cooled to −40° C. in a pressure bottle. Isobutene was condensed into the solution to roughly double the volume, and the mixture was then allowed to warm to room temperature overnight. Following evaporation to half of the volume under reduced pressure, the solution was washed with 10% aqueous sodium bicarbonate, dried over Na2SO4, and thoroughly evaporated u...